Task: describe an organic reaction: reactants, conditions, products, and yield. Dataset: the Open Reaction Database (ORD), a public repository of structured organic reaction records Starting materials: BrC=1C=CC2=C(C=3N(CCO2)C(=C(N3)C(=O)N)C(=O)NC(C)C)C1 (10-bromo-N3-isopropyl-5,6-dihydrobenzo[f]imidazo[1,2-d][1,4]oxazepine-2,3-dicarboxamide), C(#C)[C@]1(C(N(CC1)C)=O)O ((3R)-3-ethynyl-3-hydroxy-1-methyl-pyrrolidin-2-one). Yields the product O[C@@]1(C(N(CC1)C)=O)C#CC=1C=CC2=C(C=3N(CCO2)C(=C(N3)C(=O)N)C(=O)NC(C)C)C1 (10-[2-[(3R)-3-hydroxy-1-methyl-2-oxo-pyrrolidin-3-yl]ethynyl]-N3-isopropyl-5,6-dihydroimidazo[1,2-d][1,4]benzoxazepine-2,3-dicarboxamide). Yield: 12.2%. Reaction SMILES: Br[C:2]1[CH:3]=[CH:4][C:5]2[O:11][CH2:10][CH2:9][N:8]3[C:12]([C:18]([NH:20][CH:21]([CH3:23])[CH3:22])=[O:19])=[C:13]([C:15]([NH2:17])=[O:16])[N:14]=[C:7]3[C:6]=2[CH:24]=1.[C:25]([C@:27]1([OH:34])[CH2:31][CH2:30][N:29]([CH3:32])[C:28]1=[O:33])#[CH:26]>>[OH:34][C@@:27]1([C:25]#[C:26][C:2]2[CH:3]=[CH:4][C:5]3[O:11][CH2:10][CH2:9][N:8]4[C:12]([C:18]([NH:20][CH:21]([CH3:23])[CH3:22])=[O:19])=[C:13]([C:15]([NH2:17])=[O:16])[N:14]=[C:7]4[C:6]=3[CH:24]=2)[CH2:31][CH2:30][N:29]([CH3:32])[C:28]1=[O:33]. Procedure: 10-bromo-2-carbamoyl-5,6-dihydrobenzo[f]imidazo[1,2-d][1,4]oxazepine-3-carboxyl is acid was reacted with 2-aminopropane similarly to as described in example 2 with non-critical modifications to afford 112 mg (67%) 10-bromo-N3-isopropyl-5,6-dihydrobenzo[f]imidazo[1,2-d][1,4]oxazepine-2,3-dicarboxamide. 10-bromo-N3-isopropyl-5,6-dihydrobenzo[f]imidazo[1,2-d][1,4]oxazepine-2,3-dicarboxamide was reacted with (3R)-3-ethynyl-3-hydroxy-1-methyl-pyrrolidin-2-one similarly to as described in General Proc... Starting materials: CC(C)(C)C(=O)C(Br)Oc1cccc(F)n1, CC(C)=O, c1c[nH]cn1. Product: CC(C)(C)C(=O)C(Oc1cccc(F)n1)n1ccnc1. As a reaction SMILES: [Br:1][CH:2]([C:3]([C:4]([CH3:5])([CH3:6])[CH3:7])=[O:8])[O:9][c:10]1[n:11][c:12]([F:16])[cH:13][cH:14][cH:15]1.[CH3:22][C:23](=[O:24])[CH3:25].[nH:17]1[cH:18][n:19][cH:20][cH:21]1>>[CH:2]([C:3]([C:4]([CH3:5])([CH3:6])[CH3:7])=[O:8])([O:9][c:10]1[n:11][c:12]([F:16])[cH:13][cH:14][cH:15]1)[n:17]1[cH:18][n:19][cH:20][cH:21]1. Starting materials: C(C1=CC=CC=C1)OC(=O)N1CC2=CC=C(C=C2C1)C1=C(C(=C2C(C(=CN(C2=C1OC)C1CC1)C(=O)O)=O)[N+](=O)[O-])F (7-[2-(benzyloxycarbonyl)isoindolin-5-yl]-1-cyclopropyl-6-fluoro-8-methoxy-5-nitro-1,4-dihydro-4-oxoquinoline-3-carboxylic acid), C(=O)=O (carbon dioxide), C(C)O (ethanol), [OH-].[Na+] (sodium hydroxide), C(C)O (ethanol). Reagents/catalysts: [C].[Pd] (palladium carbon). The solvent is O (water), C(C)(=O)O (acetic acid). Reaction conditions: time 2 hour. The product is NC1=C2C(C(=CN(C2=C(C(=C1F)C=1C=C2CNCC2=CC1)OC)C1CC1)C(=O)O)=O (5-amino-1-cyclopropyl-6-fluoro-7-(isoindolin-5-yl)-8-methoxy-1,4-dihydro-4-oxoquinoline-3-carboxylic acid). RXN SMILES: C(OC([N:11]1[CH2:19][C:18]2[C:13](=[CH:14][CH:15]=[C:16]([C:20]3[C:29]([O:30][CH3:31])=[C:28]4[C:23]([C:24](=[O:38])[C:25]([C:35]([OH:37])=[O:36])=[CH:26][N:27]4[CH:32]4[CH2:34][CH2:33]4)=[C:22]([N+:39]([O-])=O)[C:21]=3[F:42])[CH:17]=2)[CH2:12]1)=O)C1C=CC=CC=1.C(O)C.[OH-].[Na+].C(=O)=O>C(O)(=O)C.[C].[Pd].O>[NH2:39][C:22]1[C:21]([F:42])=[C:20]([C:16]2[CH:17]=[C:18]3[C:13](=[CH:14][CH:15]=2)[CH2:12][NH:11][CH2:19]3)[C:29]([O:30][CH3:31])=[C:28]2[C:23]=1[C:24](=[O:38])[C:25]([C:35]([OH:37])=[O:36])=[CH:26][N:27]2[CH:32]1[CH2:33][CH2:34]1 |f:2.3,6.7|. Procedure details: In 10 ml of acetic acid and 60 mg of 5% palladium carbon was suspended 85 mg of 7-[2-(benzyloxycarbonyl)isoindolin-5-yl]-1-cyclopropyl-6-fluoro-8-methoxy-5-nitro-1,4-dihydro-4-oxoquinoline-3-carboxylic acid, and the suspension was stirred at room temperature for two hours under a hydrogen stream. The reaction mixture was filtered, and thereafter, 2 ml of 6N hydrochloric acid was added to the filtrate obtained, after which the resulting mixture was concentrated under reduced pressure. To the resi... The reactants are C(=O)C=1N(C=CN1)C1=C(C#N)C=CC(=C1)[N+](=O)[O-] (2-(2-formyl-imidazol-1-yl)-4-nitro-benzonitrile), C(CO)O (1,2-ethanediol), O.C1(=CC=C(C=C1)S(=O)(=O)O)C (p-toluenesulfonic acid monohydrate), C1=CC=CC=C1 (benzene), [OH-].[Na+] (NaOH). Product: O1C(OCC1)C1N(CCN1)C1=C(C#N)C=CC(=C1)[N+](=O)[O-] (2-(2-[1,3]dioxolan-2-yl-imidazolidin-1-yl)-4-nitro-benzonitrile). The yield is 65.3%. As a reaction SMILES: [CH:1]([C:3]1[N:4]([C:8]2[CH:15]=[C:14]([N+:16]([O-:18])=[O:17])[CH:13]=[CH:12][C:9]=2[C:10]#[N:11])[CH:5]=[CH:6][N:7]=1)=[O:2].[CH2:19](O)[CH2:20][OH:21].O.C1(C)C=CC(S(O)(=O)=O)=CC=1.C1C=CC=CC=1.[OH-].[Na+]>>[O:2]1[CH2:19][CH2:20][O:21][CH:1]1[CH:3]1[NH:7][CH2:6][CH2:5][N:4]1[C:8]1[CH:15]=[C:14]([N+:16]([O-:18])=[O:17])[CH:13]=[CH:12][C:9]=1[C:10]#[N:11] |f:2.3,5.6|. Procedure: Into a round bottom flask equipped with a Dean Stark trap, 2-(2-formyl-imidazol-1-yl)-4-nitro-benzonitrile (10.48 g, 0.04327 mol), 1,2-ethanediol (15.0 mL, 0.269 mol), p-toluenesulfonic acid monohydrate (8.23 g, 0.0433 mol), and benzene (150 mL, 1.7 mol) were added. The reaction was heated to reflux for 6 hours. The reaction was cooled to room temperature. 1N NaOH was added to adjust the pH to 10. The reaction was partitioned with water and EtOAc. The organic was separated, washed with Brine, an... The solvent is C(C)(=O)OCC (ethyl acetate). Yields the product FC1=CC=C(C=C1)C1=C(N(C=2C1=NC=CC2)O)C2=CC=NC=C2 (3-(4-fluorophenyl)-1-hydroxy-2-(pyridin-4-yl)-1H-pyrrolo[3,2-b]pyridine). Yield: 71.6%. Reactants: FC1=CC=C(C=C1)C(=C(C1=CC=NC=C1)OS(=O)(=O)C(F)(F)F)C1=NC=CC=C1[N+](=O)[O-] (trifluoromethanesulfonic acid 2-(4-fluorophenyl)-2-(3-nitropyridin-2-yl)-1-(pyridin-4-yl)vinyl ester), stannous chloride dihydrate, C([O-])(O)=O.[Na+] (sodium bicarbonate). Procedure: To a solution of trifluoromethanesulfonic acid 2-(4-fluorophenyl)-2-(3-nitropyridin-2-yl)-1-(pyridin-4-yl)vinyl ester (1.5 g, 3.20 mmol) in ethyl acetate (50 ml) was added stannous chloride dihydrate (2.89 g, 12.8 mmol) and the reaction mixture was warmed to 50° C. After 1 h, the warm solution was treated with saturated sodium bicarbonate solution (10 ml) and filtered through Celite. The filtrate was washed with brine, dried over anhydrous sodium sulfate and concentrated in vacuO. Purification b... Reaction conditions: temperature 50 celsius, time 1 hour. RXN SMILES: [F:1][C:2]1[CH:7]=[CH:6][C:5]([C:8]([C:24]2[C:29]([N+:30]([O-:32])=O)=[CH:28][CH:27]=[CH:26][N:25]=2)=[C:9](OS(C(F)(F)F)(=O)=O)[C:10]2[CH:15]=[CH:14][N:13]=[CH:12][CH:11]=2)=[CH:4][CH:3]=1.C(=O)(O)[O-].[Na+]>C(OCC)(=O)C>[F:1][C:2]1[CH:7]=[CH:6][C:5]([C:8]2[C:24]3=[N:25][CH:26]=[CH:27][CH:28]=[C:29]3[N:30]([OH:32])[C:9]=2[C:10]2[CH:15]=[CH:14][N:13]=[CH:12][CH:11]=2)=[CH:4][CH:3]=1 |f:1.2|. Yields the product N=C(NCc1cccnc1)N[N+](=O)[O-]. Starting materials: N=C(N)N[N+](=O)[O-], NCc1cccnc1, O. Reaction SMILES: [N+:1](=[O:2])([O-:3])[NH:4][C:5](=[NH:6])[NH2:7].[NH2:8][CH2:9][c:10]1[cH:11][n:12][cH:13][cH:14][cH:15]1.[OH2:16]>>[N+:1](=[O:2])([O-:3])[NH:4][C:5](=[NH:6])[NH:7][CH2:9][c:10]1[cH:11][n:12][cH:13][cH:14][cH:15]1.